This data is from the Open Reaction Database (ORD), a public repository of structured organic reaction records. The task is: describe an organic reaction: reactants, conditions, products, and yield The reactants are C(C)C=1C(=NC(=C(C1)C(=O)OC)OC)C=1C=C2C=C(N(C2=CC1)C)C1N(CCN(C1)C(=O)OC(C)(C)C)C(=O)OCC1=CC=CC=C1 (1-benzyl 4-tert-butyl 2-(5-(3-ethyl-6-methoxy-5-(methoxycarbonyl)pyridin-2-yl)-1-methyl-1H-indol-2-yl)piperazine-1,4-dicarboxylate). The reagents and catalysts are [Pd] (Pd/C). Solvent: CO (MeOH). Product: C(C)C=1C(=NC(=C(C1)C(=O)OC)OC)C=1C=C2C=C(N(C2=CC1)C)C1CN(CCN1)C(=O)OC(C)(C)C (tert-butyl 3-(5-(3-ethyl-6-methoxy-5-(methoxycarbonyl)pyridin-2-yl)-1-methyl-1H-indol-2-yl)piperazine-1-carboxylate). As a reaction SMILES: [CH2:1]([C:3]1[C:4]([C:15]2[CH:16]=[C:17]3[C:21](=[CH:22][CH:23]=2)[N:20]([CH3:24])[C:19]([CH:25]2[CH2:30][N:29]([C:31]([O:33][C:34]([CH3:37])([CH3:36])[CH3:35])=[O:32])[CH2:28][CH2:27][N:26]2C(OCC2C=CC=CC=2)=O)=[CH:18]3)=[N:5][C:6]([O:13][CH3:14])=[C:7]([C:9]([O:11][CH3:12])=[O:10])[CH:8]=1)[CH3:2]>CO.[Pd]>[CH2:1]([C:3]1[C:4]([C:15]2[CH:16]=[C:17]3[C:21](=[CH:22][CH:23]=2)[N:20]([CH3:24])[C:19]([CH:25]2[NH:26][CH2:27][CH2:28][N:29]([C:31]([O:33][C:34]([CH3:35])([CH3:37])[CH3:36])=[O:32])[CH2:30]2)=[CH:18]3)=[N:5][C:6]([O:13][CH3:14])=[C:7]([C:9]([O:11][CH3:12])=[O:10])[CH:8]=1)[CH3:2]. Reported procedure: Solution of 1-benzyl 4-tert-butyl 2-(5-(3-ethyl-6-methoxy-5-(methoxycarbonyl)pyridin-2-yl)-1-methyl-1H-indol-2-yl)piperazine-1,4-dicarboxylate (71.4 mg, 0.11 mmol), prepared according to procedure described in Example 67, Step 3, in MeOH (1 mL) was hydrogenated over Pd/C (10% Degussa type, 10 mg) with H2-balloon. After 1 h complete consumption of starting material was observed. Catalyst was filtered and washed with MeOH (5 mL). Concentration of mother liquor afforded tert-butyl 3-(5-(3-ethyl-6-m... The reactants are ice, C(C1=CC=CC=C1)OC([C@H](CNC(=O)OC(C)(C)C)NC(C)=O)=O (N-(t-butoxycarbonyl)-2(S)-acetylamino-β-alanine benzyl ester), Cl (HCl). Solvent: C(C)(=O)OCC (ethyl acetate), C(C)(=O)OCC (ethyl acetate). Reaction conditions: time 2.5 hour. The product is Cl.C(C1=CC=CC=C1)OC([C@H](CN)NC(C)=O)=O (2(S)-acetylamino-β-alanine benzyl ester hydrochloride). As a reaction SMILES: [CH2:1]([O:8][C:9](=[O:24])[C@@H:10]([NH:20][C:21](=[O:23])[CH3:22])[CH2:11][NH:12]C(OC(C)(C)C)=O)[C:2]1[CH:7]=[CH:6][CH:5]=[CH:4][CH:3]=1.[ClH:25]>C(OCC)(=O)C>[ClH:25].[CH2:1]([O:8][C:9](=[O:24])[C@@H:10]([NH:20][C:21](=[O:23])[CH3:22])[CH2:11][NH2:12])[C:2]1[CH:3]=[CH:4][CH:5]=[CH:6][CH:7]=1 |f:3.4|. Procedure: To an ice-cooled solution of N-(t-butoxycarbonyl)-2(S)-acetylamino-β-alanine benzyl ester (3.44 g) in ethyl acetate (35 ml) was added 4N HCl in ethyl acetate (25.5 ml). The mixture was stirred for 2.5 hours at an ambient temperature, then the solvent was decanted. The residue was washed with diethyl ether several times, and dried in vacuo to give 2(S)-acetylamino-β-alanine benzyl ester hydrochloride (2.31 g) as a white powder. Reactants: CN1CCCC1=O, O=C(O)c1ccc(Cl)c2c1C(=O)c1ccccc1C2=O. Product: O=C1c2ccccc2C(=O)c2c(Cl)cccc21. As a reaction SMILES: [CH3:21][N:22]1[CH2:23][CH2:24][CH2:25][C:26]1=[O:27].[Cl:1][c:2]1[cH:3][cH:4][c:5]([C:18]([OH:19])=[O:20])[c:6]2[c:15]1[C:14](=[O:16])[c:13]1[c:8]([cH:9][cH:10][cH:11][cH:12]1)[C:7]2=[O:17]>>[Cl:1][c:2]1[cH:3][cH:4][cH:5][c:6]2[c:15]1[C:14](=[O:16])[c:13]1[c:8]([cH:9][cH:10][cH:11][cH:12]1)[C:7]2=[O:17].